Dataset: the Open Reaction Database (ORD), a public repository of structured organic reaction records. Task: describe an organic reaction: reactants, conditions, products, and yield Starting materials: CC(C)(O)c1c(C#N)nc(C(=O)Nc2ccc(Br)cc2C2=CCCCC2)n1COCC[Si](C)(C)C, C1CCOC1, CCOC(C)=O. Yields the product CC(C)(O)c1[nH]c(C(=O)Nc2ccc(Br)cc2C2=CCCCC2)nc1C#N. Reaction SMILES: [Br:1][c:2]1[cH:3][c:4]([C:30]2=[CH:31][CH2:32][CH2:33][CH2:34][CH2:35]2)[c:5]([NH:8][C:9](=[O:10])[c:11]2[n:12]([CH2:22][O:23][CH2:24][CH2:25][Si:26]([CH3:27])([CH3:28])[CH3:29])[c:13]([C:18]([CH3:19])([CH3:20])[OH:21])[c:14]([C:16]#[N:17])[n:15]2)[cH:6][cH:7]1.[CH2:42]1[O:43][CH2:44][CH2:45][CH2:46]1.[CH3:36][CH2:37][O:38][C:39]([CH3:40])=[O:41]>>[Br:1][c:2]1[cH:3][c:4]([C:30]2=[CH:31][CH2:32][CH2:33][CH2:34][CH2:35]2)[c:5]([NH:8][C:9](=[O:10])[c:11]2[nH:12][c:13]([C:18]([CH3:19])([CH3:20])[OH:21])[c:14]([C:16]#[N:17])[n:15]2)[cH:6][cH:7]1.